Dataset: the Open Reaction Database (ORD), a public repository of structured organic reaction records. Task: describe an organic reaction: reactants, conditions, products, and yield The reactants are NC1=CC(=C(C(=C1)Cl)O)Cl (4-amino-2,6-dichlorophenol), C([O-])([O-])=O.[K+].[K+] (potassium carbonate), C(CC)S (propanethiol), BrC(C(Br)(F)F)(F)F (1,2-dibromotetrafluoroethane). Solvent: CN(C=O)C (N,N-dimethylformamide). Yields the product BrC(C(OC1=C(C=C(N)C=C1Cl)Cl)(F)F)(F)F (4-(2-bromo-1,1,2,2-tetrafluoroethoxy)-3,5-dichloroaniline). As a reaction SMILES: [NH2:1][C:2]1[CH:7]=[C:6]([Cl:8])[C:5]([OH:9])=[C:4]([Cl:10])[CH:3]=1.C(=O)([O-])[O-].[K+].[K+].C(S)CC.[Br:21][C:22]([F:28])([F:27])[C:23]([F:26])([F:25])Br>CN(C)C=O>[Br:21][C:22]([F:28])([F:27])[C:23]([F:26])([F:25])[O:9][C:5]1[C:6]([Cl:8])=[CH:7][C:2]([NH2:1])=[CH:3][C:4]=1[Cl:10] |f:1.2.3|. Procedure: In a manner similar to Step A of Example 1, the reaction of 12.5 g 0.07 mole) 4-amino-2,6-dichlorophenol, 7.3 g (0.053 mole) potassium carbonate, 1.0 g (0.013 mole) propanethiol, 36.5 g (0.14 mole) 1,2-dibromotetrafluoroethane and 125 ml of N,N-dimethylformamide produced 3.7 g of 4-(2-bromo-1,1,2,2-tetrafluoroethoxy)-3,5-dichloroaniline as an oil. Starting materials: FC(C=1C=C(CN(C2=NC=C(C=N2)OCCCC(=O)O)CC2=C(C=CC(=C2)OC(F)(F)F)C2=C(C=CC(=C2)C(C)C)OC)C=C(C1)C(F)(F)F)(F)F (4-{2-[(3,5-Bis-trifluoromethyl-benzyl)-(5′-isopropyl-2′-methoxy-4-trifluoromethoxy-biphenyl-2-ylmethyl)-amino]-pyrimidin-5-yloxy}-butanoic acid), [OH-].[Na+] (sodium hydroxide). The solvent is C(C)O (ethanol). Yields the product [Na+].FC(C=1C=C(CN(C2=NC=C(C=N2)OCCCC(=O)[O-])CC2=C(C=CC(=C2)OC(F)(F)F)C2=C(C=CC(=C2)C(C)C)OC)C=C(C1)C(F)(F)F)(F)F (4-{2-[(3,5-bis-trifluoromethyl-benzyl)-(5′-isopropyl-2′-methoxy-4-trifluoromethoxy-biphenyl-2-ylmethyl)-amino]-pyrimidin-5-yloxy}-butanoic acid sodium salt). Reaction SMILES: [F:1][C:2]([F:52])([F:51])[C:3]1[CH:4]=[C:5]([CH:44]=[C:45]([C:47]([F:50])([F:49])[F:48])[CH:46]=1)[CH2:6][N:7]([CH2:21][C:22]1[CH:27]=[C:26]([O:28][C:29]([F:32])([F:31])[F:30])[CH:25]=[CH:24][C:23]=1[C:33]1[CH:38]=[C:37]([CH:39]([CH3:41])[CH3:40])[CH:36]=[CH:35][C:34]=1[O:42][CH3:43])[C:8]1[N:13]=[CH:12][C:11]([O:14][CH2:15][CH2:16][CH2:17][C:18]([OH:20])=[O:19])=[CH:10][N:9]=1.[OH-].[Na+:54]>C(O)C>[Na+:54].[F:52][C:2]([F:1])([F:51])[C:3]1[CH:4]=[C:5]([CH:44]=[C:45]([C:47]([F:48])([F:49])[F:50])[CH:46]=1)[CH2:6][N:7]([CH2:21][C:22]1[CH:27]=[C:26]([O:28][C:29]([F:32])([F:31])[F:30])[CH:25]=[CH:24][C:23]=1[C:33]1[CH:38]=[C:37]([CH:39]([CH3:41])[CH3:40])[CH:36]=[CH:35][C:34]=1[O:42][CH3:43])[C:8]1[N:9]=[CH:10][C:11]([O:14][CH2:15][CH2:16][CH2:17][C:18]([O-:20])=[O:19])=[CH:12][N:13]=1 |f:1.2,4.5|. Reported procedure: 4-{2-[(3,5-Bis-trifluoromethyl-benzyl)-(5′-isopropyl-2′-methoxy-4-trifluoromethoxy-biphenyl-2-ylmethyl)-amino]-pyrimidin-5-yloxy}-butanoic acid (46 mg) is dissolved in ethanol (1 ml) and thereto is added 1N-aqueous sodium hydroxide solution (60 μl) and the reaction solution is concentrated under reduced pressure to give 4-{2-[(3,5-bis-trifluoromethyl-benzyl)-(5′-isopropyl-2′-methoxy-4-trifluoromethoxy-biphenyl-2-ylmethyl)-amino]-pyrimidin-5-yloxy}-butanoic acid sodium salt (46 mg). MS (m/z): 744... Starting materials: [BH3-]C#N, C=O, Cc1nccn1-c1ccc(Nc2nc3c(c(NCC4CCCO4)n2)CNCC3)cc1, CC(=O)O, CO, [Na+]. Yields the product Cc1nccn1-c1ccc(Nc2nc3c(c(NCC4CCCO4)n2)CN(C)CC3)cc1. Reaction SMILES: [C:37]([BH3-:38])#[N:39].[CH2:35]=[O:36].[CH3:1][c:2]1[n:3](-[c:7]2[cH:8][cH:9][c:10]([NH:13][c:14]3[n:15][c:16]([NH:24][CH2:25][CH:26]4[O:27][CH2:28][CH2:29][CH2:30]4)[c:17]4[c:18]([n:19]3)[CH2:20][CH2:21][NH:22][CH2:23]4)[cH:11][cH:12]2)[cH:4][cH:5][n:6]1.[CH3:31][C:32](=[O:33])[OH:34].[CH3:41][OH:42].[Na+:40]>>[CH3:1][c:2]1[n:3](-[c:7]2[cH:8][cH:9][c:10]([NH:13][c:14]3[n:15][c:16]([NH:24][CH2:25][CH:26]4[O:27][CH2:28][CH2:29][CH2:30]4)[c:17]4[c:18]([n:19]3)[CH2:20][CH2:21][N:22]([CH3:31])[CH2:23]4)[cH:11][cH:12]2)[cH:4][cH:5][n:6]1.